From a dataset of the Open Reaction Database (ORD), a public repository of structured organic reaction records. describe an organic reaction: reactants, conditions, products, and yield Reactants: COC1=NC2=CC(=CC(=C2N=C1OC)CN1C(C1)C)[N+](=O)[O-] (N-(2,3-dimethoxy-7-nitro-quinoxalin-5-ylmethyl)-2-methylaziridine), solution, Br (hydrogen bromide). Run in C(C)(=O)O (acetic acid), C(C)OCC (diethyl ether). Product: Br.O=C1NC2=CC(=CC(=C2NC1=O)CN1C(C1)C)[N+](=O)[O-] (N-(2,3-Dioxo-7-nitro-1,2,3,4-tetrahydroquinoxalin-5-ylmethyl)-2-methylaziridine hydrobromide). RXN SMILES: C[O:2][C:3]1[C:12]([O:13]C)=[N:11][C:10]2[C:5](=[CH:6][C:7]([N+:20]([O-:22])=[O:21])=[CH:8][C:9]=2[CH2:15][N:16]2[CH2:18][CH:17]2[CH3:19])[N:4]=1.[BrH:23]>C(O)(=O)C.C(OCC)C>[BrH:23].[O:2]=[C:3]1[C:12](=[O:13])[NH:11][C:10]2[C:5](=[CH:6][C:7]([N+:20]([O-:22])=[O:21])=[CH:8][C:9]=2[CH2:15][N:16]2[CH2:18][CH:17]2[CH3:19])[NH:4]1 |f:4.5|. Procedure: 180 mg (0.59 mmol) of N-(2,3-dimethoxy-7-nitro-quinoxalin-5-ylmethyl)-2-methylaziridine are stirred in a 33% solution of hydrogen bromide in acetic acid for 2 hours at 70° C. The mixture is diluted with diethyl ether and the solid is filtered off and washed with diethyl ether. After drying, the title compound is obtained in the form of a yellow solid. M.p.=241° C. (decomp.).